From a dataset of the Open Reaction Database (ORD), a public repository of structured organic reaction records. describe an organic reaction: reactants, conditions, products, and yield The reactants are C1CO1, CCc1ccncc1, CC(C)[N-]C(C)C, [Li+], O. Product: CC(CCO)c1ccncc1. Reaction SMILES: [CH2:17]1[CH2:18][O:19]1.[CH2:9]([CH3:10])[c:11]1[cH:12][cH:13][n:14][cH:15][cH:16]1.[CH:1]([N-:2][CH:3]([CH3:4])[CH3:5])([CH3:6])[CH3:7].[Li+:8].[OH2:20]>>[CH:9]([CH3:10])([c:11]1[cH:12][cH:13][n:14][cH:15][cH:16]1)[CH2:18][CH2:17][OH:19]. Starting materials: C1(CCCCC1)C(CCC(=O)N(CCO)C1CCCCC1)NCC1=CC(=NC=C1[N+](=O)[O-])OC1=CC=CC=C1 (4,N-dicyclohexyl-N-(2-hydroxy-ethyl)-4-[(5-nitro-2-phenoxy-pyridin-4-ylmethyl)-amino]-butyramide). Reagents/catalysts: [Pd] (Pd—C). Run in CO (MeOH). Reaction conditions: time 1 hour. Yields the product NC=1C(=CC(=NC1)OC1=CC=CC=C1)CNC(CCC(=O)N(CCO)C1CCCCC1)C1CCCCC1 (4-[(5-amino-2-phenoxy-pyridin-4-ylmethyl)-amino]-4,N-dicyclohexyl-N-(2-hydroxy-ethyl)-butyramide). Reaction SMILES: [CH:1]1([CH:7]([NH:22][CH2:23][C:24]2[C:29]([N+:30]([O-])=O)=[CH:28][N:27]=[C:26]([O:33][C:34]3[CH:39]=[CH:38][CH:37]=[CH:36][CH:35]=3)[CH:25]=2)[CH2:8][CH2:9][C:10]([N:12]([CH:16]2[CH2:21][CH2:20][CH2:19][CH2:18][CH2:17]2)[CH2:13][CH2:14][OH:15])=[O:11])[CH2:6][CH2:5][CH2:4][CH2:3][CH2:2]1>CO.[Pd]>[NH2:30][C:29]1[C:24]([CH2:23][NH:22][CH:7]([CH:1]2[CH2:6][CH2:5][CH2:4][CH2:3][CH2:2]2)[CH2:8][CH2:9][C:10]([N:12]([CH:16]2[CH2:17][CH2:18][CH2:19][CH2:20][CH2:21]2)[CH2:13][CH2:14][OH:15])=[O:11])=[CH:25][C:26]([O:33][C:34]2[CH:35]=[CH:36][CH:37]=[CH:38][CH:39]=2)=[N:27][CH:28]=1. Reported procedure: To a solution of 4,N-dicyclohexyl-N-(2-hydroxy-ethyl)-4-[(5-nitro-2-phenoxy-pyridin-4-ylmethyl)-amino]-butyramide (0.1 g, 0.18 mmol) in MeOH (10 mL) was added a catalytic amount of Pd—C (10% on activated carbon) under N2, and the reaction mixture was subjected to hydrogenation under 5 psi for one hour. The catalyst was filtered out, and the MeOH was evaporated to yield a residue which was purified by preparative TLC (100% EtOAc) to yield 4-[(5-amino-2-phenoxy-pyridin-4-ylmethyl)-amino]-4,N-dicyc... The reactants are CCO, Cl, CCOC(=O)C(C)Oc1ccc(-n2cnc3cc(C(F)(F)F)ccc32)cc1, [Na+], [OH-]. Product: CC(Oc1ccc(-n2cnc3cc(C(F)(F)F)ccc32)cc1)C(=O)O. Reaction SMILES: [CH3:31][CH2:32][OH:33].[ClH:30].[F:1][C:2]([c:3]1[cH:4][c:5]2[c:6]([n:7](-[c:10]3[cH:11][cH:12][c:13]([O:14][CH:15]([C:16](=[O:17])[O:18][CH2:19][CH3:20])[CH3:21])[cH:22][cH:23]3)[cH:8][n:9]2)[cH:24][cH:25]1)([F:26])[F:27].[Na+:29].[OH-:28]>>[F:1][C:2]([c:3]1[cH:4][c:5]2[c:6]([n:7](-[c:10]3[cH:11][cH:12][c:13]([O:14][CH:15]([C:16](=[O:17])[OH:18])[CH3:21])[cH:22][cH:23]3)[cH:8][n:9]2)[cH:24][cH:25]1)([F:26])[F:27]. Reactants: CCN(c1ccccc1)c1cccc2ccccc12, CN(c1ccccc1)c1cccc2ccccc12, CN(C)C=O, O=P(Cl)(Cl)Cl. Product: CCN(c1ccccc1)c1ccc(C=O)c2ccccc12. RXN SMILES: [CH2:19]([CH3:20])[N:21]([c:22]1[cH:23][cH:24][cH:25][cH:26][cH:27]1)[c:28]1[cH:29][cH:30][cH:31][c:32]2[cH:33][cH:34][cH:35][cH:36][c:37]12.[CH3:1][N:2]([c:3]1[c:4]2[c:5]([cH:6][cH:7][cH:8][cH:9]2)[cH:10][cH:11][cH:12]1)[c:13]1[cH:14][cH:15][cH:16][cH:17][cH:18]1.[O:43]=[CH:44][N:45]([CH3:46])[CH3:47].[P:38]([Cl:39])([Cl:40])([Cl:41])=[O:42]>>[CH2:19]([CH3:20])[N:21]([c:22]1[cH:23][cH:24][cH:25][cH:26][cH:27]1)[c:28]1[cH:29][cH:30][c:31]([CH:44]=[O:43])[c:32]2[cH:33][cH:34][cH:35][cH:36][c:37]12. The solvent is O (water). Starting materials: BrC=1C=C(C(=O)C2=NC=CC=C2O)C=CC1F (2-(3-bromo-4-fluorobenzoyl)-3-hydroxypyridine), Cl.C(C)(C)(C)ON (O-t-butylhydroxylamine hydrochloride), C(C)O (ethanol). Yields the product BrC=1C=C(\C(=N/OC(C)(C)C)\C2=NC=CC=C2O)C=CC1F ((E)-2-(3-bromo-α-t-butoxyimino-4-fluorobenzyl)-3-hydroxypyridine), BrC=1C=C(/C(=N/OC(C)(C)C)/C2=NC=CC=C2O)C=CC1F ((Z)-2-(3-bromo-α-t-butoxyimino-4-fluorobenzyl)-3-hydroxypyridine). RXN SMILES: [Br:1][C:2]1[CH:3]=[C:4]([CH:14]=[CH:15][C:16]=1[F:17])[C:5]([C:7]1[C:12]([OH:13])=[CH:11][CH:10]=[CH:9][N:8]=1)=O.Cl.[C:19]([O:23][NH2:24])([CH3:22])([CH3:21])[CH3:20].C(O)C>O>[Br:1][C:2]1[CH:3]=[C:4]([CH:14]=[CH:15][C:16]=1[F:17])/[C:5](/[C:7]1[C:12]([OH:13])=[CH:11][CH:10]=[CH:9][N:8]=1)=[N:24]\[O:23][C:19]([CH3:22])([CH3:21])[CH3:20].[Br:1][C:2]1[CH:3]=[C:4]([CH:14]=[CH:15][C:16]=1[F:17])/[C:5](/[C:7]1[C:12]([OH:13])=[CH:11][CH:10]=[CH:9][N:8]=1)=[N:24]/[O:23][C:19]([CH3:22])([CH3:21])[CH3:20] |f:1.2|. Procedure details: A mixture of 2-(3-bromo-4-fluorobenzoyl)-3-hydroxypyridine (1.26 g), O-t-butylhydroxylamine hydrochloride (1.08 g) and ethanol (10 mL) was refluxed for 2 hours. The reaction mixture was poured into water, and subjected to extraction with ethyl acetate. The extract was washed with water and a saturated aqueous saline solution, successively, and dried (sodium sulfate), followed by evaporating the solvent under reduced pressure. The residue was subjected to purification by means of a silica gel col...